Dataset: the Open Reaction Database (ORD), a public repository of structured organic reaction records. Task: describe an organic reaction: reactants, conditions, products, and yield Starting materials: BrC1=NC=C(C=C1)C1OCCO1 (2-bromo-5-[1,3]dioxolan-2-yl-pyridine), C(C1=CC=CC=C1)Br (benzyl bromide), Rieke metal. Reagents/catalysts: C1=CC=C(C=C1)P(C2=CC=CC=C2)C3=CC=CC=C3.C1=CC=C(C=C1)P(C2=CC=CC=C2)C3=CC=CC=C3.[Cl-].[Cl-].[Ni+2] (bis(triphenylphosphine)nickel (II) chloride), [Zn] (zinc). Solvent: O1CCCC1 (tetrahydrofuran), O1CCCC1 (tetrahydrofuran). Run at time 4 hour. Yields the product C(C1=CC=CC=C1)C1=NC=C(C=C1)C1OCCO1 (2-Benzyl-5-[1,3]dioxolan-2-yl-pyridine). Isolated yield 61.7%. As a reaction SMILES: [CH2:1](Br)[C:2]1[CH:7]=[CH:6][CH:5]=[CH:4][CH:3]=1.Br[C:10]1[CH:15]=[CH:14][C:13]([CH:16]2[O:20][CH2:19][CH2:18][O:17]2)=[CH:12][N:11]=1>[Zn].C1C=CC(P(C2C=CC=CC=2)C2C=CC=CC=2)=CC=1.C1C=CC(P(C2C=CC=CC=2)C2C=CC=CC=2)=CC=1.[Cl-].[Cl-].[Ni+2].O1CCCC1>[CH2:1]([C:10]1[CH:15]=[CH:14][C:13]([CH:16]2[O:17][CH2:18][CH2:19][O:20]2)=[CH:12][N:11]=1)[C:2]1[CH:7]=[CH:6][CH:5]=[CH:4][CH:3]=1 |f:3.4.5.6.7|. Reported procedure: To a suspension of zinc (5.0 g, 77 mmol, highly reactive Rieke metal, 100 mL tetrahydrofuran suspension) and tetrahydrofuran (300 mL) was added dropwise benzyl bromide (7.9 mL, 66 mmol) at 0° C., which was stirred for 4 hours at the same temperature. To this suspension were added bis(triphenylphosphine)nickel (II) chloride (5.8 g, 8.8 mmol) and 2-bromo-5-[1,3]dioxolan-2-yl-pyridine (11 g, 49 mmol) described in Manufacturing Example 210-1-2, which was stirred for another 2 hours at room temperatu... The reactants are O.C1(=CC(O)=CC(C)=C1)O (orcinol monohydrate), ClC1=C(C=CC=C1Cl)S(=O)(=O)Cl (2,3-dichlorobenzenesulfonyl chloride). The solvent is C(=O)(O)[O-].[Na+] (NaHCO3), C(C)OCC (diethyl ether). Yields the product OC=1C=C(C=C(C1)C)OS(=O)(=O)C1=C(C(=CC=C1)Cl)Cl (2,3-Dichlorobenzenesulfonic Acid 3-hydroxy-5-methylphenyl Ester). Yield: 53.4%. Reaction SMILES: O.[C:2]1([OH:10])[CH:9]=[C:7]([CH3:8])[CH:6]=[C:4]([OH:5])[CH:3]=1.[Cl:11][C:12]1[C:17]([Cl:18])=[CH:16][CH:15]=[CH:14][C:13]=1[S:19](Cl)(=[O:21])=[O:20]>C([O-])(O)=O.[Na+].C(OCC)C>[OH:5][C:4]1[CH:3]=[C:2]([O:10][S:19]([C:13]2[CH:14]=[CH:15][CH:16]=[C:17]([Cl:18])[C:12]=2[Cl:11])(=[O:21])=[O:20])[CH:9]=[C:7]([CH3:8])[CH:6]=1 |f:0.1,3.4|. Procedure details: A solution of orcinol monohydrate (0.71 g, 5.0 mmol) and 2,3-dichlorobenzenesulfonyl chloride (1.23 g, 5.0 mmol) in saturated NaHCO3 (20 mL) and diethyl ether (20 mL was stirred at room temperature for 2 days. The reaction mixture was quenched with water (50 mL) and extracted with ethyl acetate (3×50 mL). The organic phase was washed with brine (2×50 mL) and dried over Na2SO4. The solvent was evaporated in vacuo and the residue was purified by flash column chromatography (methylene chloride to 2... Reactants: ClC1=CN(C2=NC=CC(=C21)CC2=C(C=C(C=C2)NC(C(F)(F)F)=O)F)COCC[Si](C)(C)C (N-{4-[(3-chloro 1-{[2-(trimethylsilyl)ethoxy]methyl}-1H-pyrrolo[2,3-b]pyridin-4-yl)methyl]-3-fluorophenyl}-2,2,2-trifluoroacetamide), O (water), [OH-].[Li+] (lithium hydroxide), FC(C(=O)O)(F)F (trifluoroacetic acid). Run in ClCCl (dichloromethane). Conditions: time 3 hour. The product is ClC1=CNC2=NC=CC(=C21)CC2=C(C=C(N)C=C2)F (4-[(3-Chloro-1H-pyrrolo[2,3-b]pyridin-4-yl)methyl]-3-fluoraniline). RXN SMILES: [Cl:1][C:2]1[C:10]2[C:5](=[N:6][CH:7]=[CH:8][C:9]=2[CH2:11][C:12]2[CH:17]=[CH:16][C:15]([NH:18]C(=O)C(F)(F)F)=[CH:14][C:13]=2[F:25])[N:4](COCC[Si](C)(C)C)[CH:3]=1.FC(F)(F)C(O)=O.O.[OH-].[Li+]>ClCCl>[Cl:1][C:2]1[C:10]2[C:5](=[N:6][CH:7]=[CH:8][C:9]=2[CH2:11][C:12]2[CH:17]=[CH:16][C:15]([NH2:18])=[CH:14][C:13]=2[F:25])[NH:4][CH:3]=1 |f:3.4|. Reported procedure: 567 mg (1.13 mmol) of N-{4-[(3-chloro 1-{[2-(trimethylsilyl)ethoxy]methyl}-1H-pyrrolo[2,3-b]pyridin-4-yl)methyl]-3-fluorophenyl}-2,2,2-trifluoroacetamide are dissolved in 5 ml of dichloromethane. 5 ml (65 mmol) of trifluoroacetic acid are added, and the mixture is stirred at RT for 3 h. The mixture is then concentrated, EA is added and the mixture is washed with sat. sodium carbonate solution. The organic phase is dried over sodium sulfate and concentrated. The residue is taken up in 35 ml of TH... Reactants: CCOC(=O)c1cn2c(n1)nc1n2CCCC1, C1CCOC1, CCO, Cc1ccccc1, CCOC(C)=O, [Cl-], [NH4+]. Yields the product O=Cc1cn2c(n1)nc1n2CCCC1. Reaction SMILES: [CH2:1]([O:3][C:4](=[O:2])[c:6]1[n:7][c:8]2[n:9]([n:10]3[c:15]([n:16]2)[CH2:14][CH2:13][CH2:12][CH2:11]3)[cH:17]1)[CH3:5].[CH2:30]1[O:31][CH2:32][CH2:33][CH2:34]1.[CH3:18][CH2:19][OH:20].[CH3:23][c:24]1[cH:25][cH:26][cH:27][cH:28][cH:29]1.[CH3:35][CH2:36][O:37][C:38](=[O:39])[CH3:40].[Cl-:21].[NH4+:22]>>[O:3]=[CH:4][c:6]1[n:7][c:8]2[n:9]([n:10]3[c:15]([n:16]2)[CH2:14][CH2:13][CH2:12][CH2:11]3)[cH:17]1. Starting materials: C1(=CC=C(C=C1)S(=O)(=O)Cl)C (p-toluenesulfonyl chloride), CC=1NC(=C(C(C1C(=O)OCC)C1=C(C=CC=C1)Cl)C(=O)OCC)CO (diethyl 2-methyl-4-(2-chlorophenyl)-6-hydroxymethyl-1,4-dihydropyridine-3,5-dicarboxylate), resultant mixture. The solvent is N1=CC=CC=C1 (pyridine), N1=CC=CC=C1 (pyridine). Conditions: temperature 80 celsius. The product is CC=1NC(=C(C(C1C(=O)OCC)C1=C(C=CC=C1)Cl)C(=O)OCC)C=O (diethyl 2-methyl-4-(2 -chlorophenyl)-6-formyl-1,4-dihydropyridine- 3,5-dicarboxylate). Yield: 17.0%. Reaction SMILES: [CH3:1][C:2]1[NH:3][C:4]([CH2:25][OH:26])=[C:5]([C:20]([O:22][CH2:23][CH3:24])=[O:21])[CH:6]([C:13]2[CH:18]=[CH:17][CH:16]=[CH:15][C:14]=2[Cl:19])[C:7]=1[C:8]([O:10][CH2:11][CH3:12])=[O:9].C1(C)C=CC(S(Cl)(=O)=O)=CC=1>N1C=CC=CC=1>[CH3:1][C:2]1[NH:3][C:4]([CH:25]=[O:26])=[C:5]([C:20]([O:22][CH2:23][CH3:24])=[O:21])[CH:6]([C:13]2[CH:18]=[CH:17][CH:16]=[CH:15][C:14]=2[Cl:19])[C:7]=1[C:8]([O:10][CH2:11][CH3:12])=[O:9]. Procedure details: Stirring a solution of diethyl 2-methyl-4-(2-chlorophenyl)-6-hydroxymethyl-1,4-dihydropyridine-3,5-dicarboxylate (1.1395 g) in dried pyridine (10 ml) at room temperature, a solution of p-toluenesulfonyl chloride (629.1 mg) in dried pyridine (10 ml) was dropwise added gradually thereto. The resultant mixture was stirred at room temperature for 1.5 hours and then heated at 80° C. for 4.5 hours with stirring. After removal of the pyridine, water was added to the residue and the resultant aqueous mi... Reactants: CC(=O)O, COC(=O)c1ccc(O)cc1C(F)(F)F, O=[N+]([O-])O, O=S(=O)(O)O. The product is COC(=O)c1cc([N+](=O)[O-])c(O)cc1C(F)(F)F. As a reaction SMILES: [CH3:25][C:26](=[O:27])[OH:28].[OH:1][c:2]1[cH:3][c:4]([C:12]([F:13])([F:14])[F:15])[c:5]([C:6](=[O:7])[O:8][CH3:9])[cH:10][cH:11]1.[OH:21][N+:22]([O-:23])=[O:24].[S:16](=[O:17])(=[O:18])([OH:19])[OH:20]>>[OH:1][c:2]1[cH:3][c:4]([C:12]([F:13])([F:14])[F:15])[c:5]([C:6](=[O:7])[O:8][CH3:9])[cH:10][c:11]1[N+:22](=[O:21])[O-:23]. Starting materials: CN(N=NC1=CC(=CC=2C(=CSC21)C)[N+](=O)[O-])C (1,1-dimethyl-3-(3-methyl-5-nitrobenzothiophen-7-yl)-triazene), F (hydrofluoric acid). Run at temperature 100 celsius. Product: CC1=CSC2=C1C=C(C=C2F)[N+](=O)[O-] (3-Methyl-7-fluoro-5-nitrobenzothiophene). As a reaction SMILES: CN(C)N=N[C:5]1[C:13]2[S:12][CH:11]=[C:10]([CH3:14])[C:9]=2[CH:8]=[C:7]([N+:15]([O-:17])=[O:16])[CH:6]=1.[FH:19]>>[CH3:14][C:10]1[C:9]2[CH:8]=[C:7]([N+:15]([O-:17])=[O:16])[CH:6]=[C:5]([F:19])[C:13]=2[S:12][CH:11]=1. Reported procedure: 0.5 mole of 1,1-dimethyl-3-(3-methyl-5-nitrobenzothiophen-7-yl)-triazene is introduced in portions into 10 moles of hydrofluoric acid. The apparatus is then closed, 5 bar of nitrogen are forced in and the mixture is warmed to 100° C. The nitrogen formed is let down continuously under 9 bar. When the reaction had ended (about 1 hour), the mixture is cooled to room temperature, the residual pressure is let down and excess HF is distilled off in vacuo. The residue is stirred in methylene chloride a...